From a dataset of the Open Reaction Database (ORD), a public repository of structured organic reaction records. describe an organic reaction: reactants, conditions, products, and yield RXN SMILES: [NH2:1][C:2]1[CH:27]=[CH:26][CH:25]=[CH:24][C:3]=1[NH:4][CH2:5][C@H:6]([NH:16][C:17](=[O:23])[O:18][C:19]([CH3:22])([CH3:21])[CH3:20])[CH2:7][O:8][C:9]1[CH:14]=[CH:13][CH:12]=[C:11]([CH3:15])[CH:10]=1.[C:28](O)(=O)C>C(OCC)(=O)C>[N:4]1([CH2:5][C@H:6]([NH:16][C:17](=[O:23])[O:18][C:19]([CH3:22])([CH3:21])[CH3:20])[CH2:7][O:8][C:9]2[CH:14]=[CH:13][CH:12]=[C:11]([CH3:15])[CH:10]=2)[C:3]2[CH:24]=[CH:25][CH:26]=[CH:27][C:2]=2[N:1]=[CH:28]1. Reaction conditions: temperature 60 celsius, time 1 hour. Run in C(C)(=O)OCC (ethyl acetate). The reactants are NC1=C(NC[C@@H](COC2=CC(=CC=C2)C)NC(OC(C)(C)C)=O)C=CC=C1 (t-butyl (1S)-2-(2-aminoanilino)-1-[(3-methylphenoxy)methyl]ethylcarbamate), C(C)(=O)O (acetic acid). Procedure: To the compound (85 mg) obtained in Step 2 were added methyl orthformate (1 ml) and acetic acid (50 μl), and the mixture was stirred at 60° C. for 1 hr. The mixture was diluted with ethyl acetate, and washed with 1N sodium hydroxide. The organic layer was dried over anhydrous magnesium sulfate, and the solvent was evaporated. The obtained crude product was purified by silica gel chromatography (ethyl acetate-hexane) to give the title compound (60 mg). The product is N1(C=NC2=C1C=CC=C2)C[C@@H](COC2=CC(=CC=C2)C)NC(OC(C)(C)C)=O (t-butyl (1S)-2-(1H-benzimidazol-1-yl)-1-[(3-methylphenoxy)methyl]ethylcarbamate).